This data is from the Open Reaction Database (ORD), a public repository of structured organic reaction records. The task is: describe an organic reaction: reactants, conditions, products, and yield Reactants: CC(CN1CCN(CC1)C1=CC=C(C=C1)[N+](=O)[O-])(C)C (1-(2,2-Dimethyl-propyl)-4-(4-nitro-phenyl)-piperazine). Reagents/catalysts: [Ni] (Raney nickel). The solvent is CO (methanol). Yields the product CC(CN1CCN(CC1)C1=CC=C(C=C1)N)(C)C (4-[4-(2,2-dimethyl-propyl)-piperazin-1-yl-]-phenylamine). Isolated yield 84.2%. RXN SMILES: [CH3:1][C:2]([CH3:20])([CH3:19])[CH2:3][N:4]1[CH2:9][CH2:8][N:7]([C:10]2[CH:15]=[CH:14][C:13]([N+:16]([O-])=O)=[CH:12][CH:11]=2)[CH2:6][CH2:5]1>[Ni].CO>[CH3:1][C:2]([CH3:20])([CH3:19])[CH2:3][N:4]1[CH2:9][CH2:8][N:7]([C:10]2[CH:15]=[CH:14][C:13]([NH2:16])=[CH:12][CH:11]=2)[CH2:6][CH2:5]1. Procedure: 1-(2,2-Dimethyl-propyl)-4-(4-nitro-phenyl)-piperazine (4 g, 14.4 mmol) was hydrogenated over Raney nickel (500 mg) in methanol (150 mL) at atmospheric pressure and room temperature for 3 hours. The mixture was filtered through Celite and the filtrate concentrated to dryness to afford 4-[4-(2,2-dimethyl-propyl)-piperazin-1-yl-]-phenylamine (3 g, 84%) as a yellow solid. Starting materials: O1C(C1)COC1=C2CCNC(C2=CC=C1)=O (3,4-Dihydro-5-(2-oxiranylmethoxy)-1(2H)-isoquinolinone), N1CCCCC1 (piperidine). The solvent is C(C)O (ethanol). Yields the product OC(COC1=C2CCNC(C2=CC=C1)=O)CN1CCCCC1 (3,4-Dihydro-5-[2-hydroxy-3-(1-piperidinyl)propoxy]-1(2H)-isoquinolinone). Isolated yield 66.7%. Reaction SMILES: [O:1]1[CH2:3][CH:2]1[CH2:4][O:5][C:6]1[CH:15]=[CH:14][CH:13]=[C:12]2[C:7]=1[CH2:8][CH2:9][NH:10][C:11]2=[O:16].[NH:17]1[CH2:22][CH2:21][CH2:20][CH2:19][CH2:18]1>C(O)C>[OH:1][CH:2]([CH2:3][N:17]1[CH2:22][CH2:21][CH2:20][CH2:19][CH2:18]1)[CH2:4][O:5][C:6]1[CH:15]=[CH:14][CH:13]=[C:12]2[C:7]=1[CH2:8][CH2:9][NH:10][C:11]2=[O:16]. Procedure: A mixture of 3.0 g (13.7 mmol) of 3,4-Dihydro-5-(2-oxiranylmethoxy)-1(2H)-isoquinolinone, 1.4 g of piperidine (13.7 mmol), and 30 ml of ethanol was heated at reflux for five hours. The mixture was concentrated and the residue was recrystallized from ethanol/acetone (2/3) to give 2.78 g (67%) of the desired product; mp 162°-164°. Reactants: CC=1C=C(C#N)C=C(C1O)C (3,5-dimethyl-4-hydroxybenzonitrile), CC1=C(C(=NC=C1)N)C (dimethyl amino pyridine), diazabicyclo undecene, BrC=1C(=NC(=NC1Cl)NC1=CC=C(C=C1)C#N)NC(C1=CC=CC=C1)=O (N-[5-bromo-6-chloro-2-(4-cyanophenylamino)-pyrimidin-4-yl]-benzamide). Run in CN(C=O)C (dimethylformamide). Reaction conditions: temperature 73 celsius, time 30 minute. The product is BrC=1C(=NC(=NC1OC1=C(C=C(C=C1C)C#N)C)NC1=CC=C(C=C1)C#N)NC(C1=CC=CC=C1)=O (N-[5-bromo-6-(4-cyano-2,6-dimethylphenoxy)-2-(4-cyano-phenylamino)pyrimidin-4-yl]-benzamide). As a reaction SMILES: [CH3:1][C:2]1[CH:3]=[C:4]([CH:7]=[C:8]([CH3:11])[C:9]=1[OH:10])[C:5]#[N:6].CC1C=CN=C(N)C=1C.[Br:21][C:22]1[C:23]([NH:38][C:39](=[O:46])[C:40]2[CH:45]=[CH:44][CH:43]=[CH:42][CH:41]=2)=[N:24][C:25]([NH:29][C:30]2[CH:35]=[CH:34][C:33]([C:36]#[N:37])=[CH:32][CH:31]=2)=[N:26][C:27]=1Cl>CN(C)C=O>[Br:21][C:22]1[C:23]([NH:38][C:39](=[O:46])[C:40]2[CH:41]=[CH:42][CH:43]=[CH:44][CH:45]=2)=[N:24][C:25]([NH:29][C:30]2[CH:35]=[CH:34][C:33]([C:36]#[N:37])=[CH:32][CH:31]=2)=[N:26][C:27]=1[O:10][C:9]1[C:8]([CH3:11])=[CH:7][C:4]([C:5]#[N:6])=[CH:3][C:2]=1[CH3:1]. Procedure: 1300 ml of dimethylformamide was added to a RB flask, to this was added 54 g of 3,5-dimethyl-4-hydroxybenzonitrile, 51.38 g of dimethyl amino pyridine, 68.30 g of diazabicyclo undecene and 150 g of N-[5-bromo-6-chloro-2-(4-cyanophenylamino)-pyrimidin-4-yl]-benzamide at 27±3° C. The reaction mixture was heated to 73±2° C. and maintained at the same for 5 hrs. The reaction mixture was cooled to 27±3° C. and filtered. The filtrate was taken into an RB flask to which was added 300 ml of IPA and stir... Reactants: CCO, CCCCCCCCC1C=CC(C=Cc2ccc(C(=O)OC)o2)=C2N=C3CCCCC3=C21. The product is CCCCCCCCC1C=CC(CCc2ccc(C(=O)OC)o2)=C2N=C3CCCCC3=C21. As a reaction SMILES: [CH2:33]([OH:34])[CH3:35].[CH3:1][O:2][C:3](=[O:4])[c:5]1[o:6][c:7]([CH:10]=[CH:11][C:12]2=[C:20]3[C:16](=[C:17]4[C:18](=[N:19]3)[CH2:21][CH2:22][CH2:23][CH2:24]4)[CH:15]([CH2:25][CH2:26][CH2:27][CH2:28][CH2:29][CH2:30][CH2:31][CH3:32])[CH:14]=[CH:13]2)[cH:8][cH:9]1>>[CH3:1][O:2][C:3](=[O:4])[c:5]1[o:6][c:7]([CH2:10][CH2:11][C:12]2=[C:20]3[C:16](=[C:17]4[C:18](=[N:19]3)[CH2:21][CH2:22][CH2:23][CH2:24]4)[CH:15]([CH2:25][CH2:26][CH2:27][CH2:28][CH2:29][CH2:30][CH2:31][CH3:32])[CH:14]=[CH:13]2)[cH:8][cH:9]1.